This data is from the Open Reaction Database (ORD), a public repository of structured organic reaction records. The task is: describe an organic reaction: reactants, conditions, products, and yield The reactants are CCOC(=O)C(Br)C(C)C, O=C([O-])[O-], Cc1cc(C)cc(CC#N)c1, [K+], [K+], C1CCOC1. The product is CCOC(=O)C(C(=O)Cc1cc(C)cc(C)c1)C(C)C. RXN SMILES: [Br:1][CH:2]([C:3](=[O:4])[O:5][CH2:6][CH3:7])[CH:8]([CH3:9])[CH3:10].[C:22]([O-:23])(=[O:24])[O-:25].[CH3:11][c:12]1[cH:13][c:14]([CH2:19][C:20]#[N:21])[cH:15][c:16]([CH3:18])[cH:17]1.[K+:26].[K+:27].[O:28]1[CH2:29][CH2:30][CH2:31][CH2:32]1>>[CH:2]([C:3](=[O:4])[O:5][CH2:6][CH3:7])([CH:8]([CH3:9])[CH3:10])[C:20]([CH2:19][c:14]1[cH:13][c:12]([CH3:11])[cH:17][c:16]([CH3:18])[cH:15]1)=[O:23]. Reactants: COC=1C=CC2=C(SC=C2)C1 (6-methoxybenzo[b]thiophene), C(CCC)[Li] (n-butyllithium), II (I2). Run in C1CCOC1 (THF), C1CCOC1 (THF). Reaction conditions: time 15 minute. Yields the product COC=1C=CC2=C(SC(=C2)I)C1 (6-methoxy-2-iodobenzo[b]thiophene). The yield is 75.7%. As a reaction SMILES: [CH3:1][O:2][C:3]1[CH:4]=[CH:5][C:6]2[CH:10]=[CH:9][S:8][C:7]=2[CH:11]=1.C([Li])CCC.[I:17]I>C1COCC1>[CH3:1][O:2][C:3]1[CH:4]=[CH:5][C:6]2[CH:10]=[C:9]([I:17])[S:8][C:7]=2[CH:11]=1. Procedure details: To a solution of 6-methoxybenzo[b]thiophene (5.00 g, 30.49 mmol) in 200 mL of anhydrous THF at -78° C., was added n-butyllithium (20.0 mL, 32.01 mmol, 1.6M solution in hexanes). After stirring for 15 minutes, a solution of I2 (8.10 g, 32.01 mmol) in 25 mL of anhydrous THF was introduced dropwise via canula. The resulting mixture was allowed to gradually warm to ambient temperature. The reaction was quenched by distributing between ethyl acetate/brine (150 mL each). The layers were separated and ...